Dataset: the Open Reaction Database (ORD), a public repository of structured organic reaction records. Task: describe an organic reaction: reactants, conditions, products, and yield Starting materials: [BH4-], CCO, CCOC(C)=O, Cl, [Na+], O=Cc1ccc(OCCCSc2ccccc2)cc1. Product: OCc1ccc(OCCCSc2ccccc2)cc1. As a reaction SMILES: [BH4-:20].[CH3:22][CH2:23][OH:24].[CH3:25][CH2:26][O:27][C:28](=[O:29])[CH3:30].[ClH:31].[Na+:21].[c:1]1([S:7][CH2:8][CH2:9][CH2:10][O:11][c:12]2[cH:13][cH:14][c:15]([CH:16]=[O:17])[cH:18][cH:19]2)[cH:2][cH:3][cH:4][cH:5][cH:6]1>>[c:1]1([S:7][CH2:8][CH2:9][CH2:10][O:11][c:12]2[cH:13][cH:14][c:15]([CH2:16][OH:17])[cH:18][cH:19]2)[cH:2][cH:3][cH:4][cH:5][cH:6]1. The product is COC(=O)C(C#N)c1cccc(OC)c1. Reaction SMILES: [C:20](=[O:21])([O-:22])[O-:23].[CH2:26]1[O:27][CH2:28][CH2:29][CH2:30]1.[CH3:14][O:15][C:16](=[O:17])[O:18][CH3:19].[CH3:1][O:2][c:3]1[cH:4][c:5]([CH2:9][C:10]#[N:11])[cH:6][cH:7][cH:8]1.[H-:12].[K+:24].[K+:25].[Na+:13].[OH2:31]>>[CH3:1][O:2][c:3]1[cH:4][c:5]([CH:9]([C:10]#[N:11])[C:16]([O:15][CH3:14])=[O:17])[cH:6][cH:7][cH:8]1. Starting materials: O=C([O-])[O-], C1CCOC1, COC(=O)OC, COc1cccc(CC#N)c1, [H-], [K+], [K+], [Na+], O. Reaction SMILES: [BH4-:27].[CH3:14][CH:15]1[N:16]([CH2:21][CH2:22][CH2:23][NH2:24])[CH2:17][CH2:18][CH2:19][CH2:20]1.[CH3:25][OH:26].[Cl:29][CH2:30][Cl:31].[Na+:28].[c:1]1(-[c:7]2[cH:8][n:9][c:10]([CH:12]=[O:13])[s:11]2)[cH:2][cH:3][cH:4][cH:5][cH:6]1>>[c:1]1(-[c:7]2[cH:8][n:9][c:10]([CH2:12][NH:24][CH2:23][CH2:22][CH2:21][N:16]3[CH:15]([CH3:14])[CH2:20][CH2:19][CH2:18][CH2:17]3)[s:11]2)[cH:2][cH:3][cH:4][cH:5][cH:6]1. The product is CC1CCCCN1CCCNCc1ncc(-c2ccccc2)s1. The reactants are [BH4-], CC1CCCCN1CCCN, CO, ClCCl, [Na+], O=Cc1ncc(-c2ccccc2)s1. Reactants: C(C=C)N1C(C2=C(OC(C1)CC1=CC=CC=C1)C=CC(=C2)I)=O (2-allyl-4-benzyl-8-iodo-2,3,4,5-tetrahydro-1H-5-oxa-2-benzazepin-1-one), solution, C12CCCC(CCC1)B2 (9-borabicylo[3.3.1]nonane), C1CCOC1 (THF), C1CCOC1 (THF). Reaction conditions: time 1 hour. The product is OCCCN1C(C2=C(OC(C1)CC1=CC=CC=C1)C=CC(=C2)I)=O (2-(3-hydroxypropyl)-4-benzyl-8-iodo-2,3,4,5-tetrahydro-1H-5-oxa-2-benzazepin-1-one). The yield is 77.0%. RXN SMILES: [CH2:1]([N:4]1[CH2:10][CH:9]([CH2:11][C:12]2[CH:17]=[CH:16][CH:15]=[CH:14][CH:13]=2)[O:8][C:7]2[CH:18]=[CH:19][C:20]([I:22])=[CH:21][C:6]=2[C:5]1=[O:23])[CH:2]=[CH2:3].C12BC(CCC1)CCC2.C1C[O:36]CC1>>[OH:36][CH2:3][CH2:2][CH2:1][N:4]1[CH2:10][CH:9]([CH2:11][C:12]2[CH:17]=[CH:16][CH:15]=[CH:14][CH:13]=2)[O:8][C:7]2[CH:18]=[CH:19][C:20]([I:22])=[CH:21][C:6]=2[C:5]1=[O:23]. Reported procedure: To a magnetically stirred solution of 2-allyl-4-benzyl-8-iodo-2,3,4,5-tetrahydro-1H-5-oxa-2-benzazepin-1-one (0.9234 grams, 2.2 mmol) in 4 mL THF at room temperature under an atmosphere of nitrogen was added 6.0 mL of a 0.5M solution of 9-borabicylo[3.3.1]nonane in THF (3 mmol) and the mixture stirred for 1 hour. The reaction was quenched with 6 mL of a solution of 2 grams of sodium hydroxide and 22 mL of a 1:1 mixture of ethanol and water. To the resulting solution was added 7 mL of a 30% solut... Reactants: ClC=1C=CC(=NC1)C(CC1=CC=CC=C1)(N=C=S)C1=CC(=CC(=C1)C(F)(F)F)F (5-chloro-2-(1-(3-fluoro-5-(trifluoromethyl)phenyl)-1-isothiocyanato-2-phenylethyl)pyridine), N(=[N+]=[N-])CC(=O)C1=CC=CC=C1 (2-azido-1-phenylethanone), C1(=CC=CC=C1)P(C1=CC=CC=C1)C1=CC=CC=C1 (triphenylphosphine). Run in O1CCOCC1 (dioxane). Reaction conditions: temperature 90 celsius. The product is ClC=1C=CC(=NC1)C(CC1=CC=CC=C1)(C1=CC(=CC(=C1)C(F)(F)F)F)NC=1OC(=CN1)C1=CC=CC=C1 (N-(1-(5-chloropyridin-2-yl)-1-(3-fluoro-5-(trifluoromethyl)phenyl)-2-phenylethyl)-5-phenyloxazol-2-amine). Isolated yield 12.0%. Reaction SMILES: [Cl:1][C:2]1[CH:3]=[CH:4][C:5]([C:8]([C:19]2[CH:24]=[C:23]([C:25]([F:28])([F:27])[F:26])[CH:22]=[C:21]([F:29])[CH:20]=2)([N:16]=[C:17]=S)[CH2:9][C:10]2[CH:15]=[CH:14][CH:13]=[CH:12][CH:11]=2)=[N:6][CH:7]=1.[N:30]([CH2:33][C:34]([C:36]1[CH:41]=[CH:40][CH:39]=[CH:38][CH:37]=1)=[O:35])=[N+]=[N-].C1(P(C2C=CC=CC=2)C2C=CC=CC=2)C=CC=CC=1>O1CCOCC1>[Cl:1][C:2]1[CH:3]=[CH:4][C:5]([C:8]([NH:16][C:17]2[O:35][C:34]([C:36]3[CH:41]=[CH:40][CH:39]=[CH:38][CH:37]=3)=[CH:33][N:30]=2)([C:19]2[CH:24]=[C:23]([C:25]([F:28])([F:27])[F:26])[CH:22]=[C:21]([F:29])[CH:20]=2)[CH2:9][C:10]2[CH:15]=[CH:14][CH:13]=[CH:12][CH:11]=2)=[N:6][CH:7]=1. Procedure details: 5-chloro-2-(1-(3-fluoro-5-(trifluoromethyl)phenyl)-1-isothiocyanato-2-phenylethyl)pyridine (0.047 g, 0.108 mmol) in dioxane (3 mL) in a two drum vial was added 2-azido-1-phenylethanone (21 mg, 0.129 mmol) and solid bound triphenylphosphine (100 mg, 0.162 mmol). The reaction was heated at 90° C. for 1 hour. The reaction was concentrated and the crude mixture was purified by preparative HPLC (phenominex C18 column, 21×100 mm, 5μ) using MeOH/H2O (0.1% TFA) to give N-(1-(5-chloropyridin-2-yl)-1-(3-f... Reactants: NC1=N[C@](C(C(N1C)=O)(C)C)(C)C1=C(C=CC(=C1)N)F ((S)-2-amino-6-(5-amino-2-fluoro-phenyl)-3,5,5,6-tetramethyl-5,6-dihydro-3H-pyrimidin-4-one), [B][B][B][B][B][B][B][B][B][B] (decaborane), NC1=N[C@](C(C(N1C)=O)(C)C)(C)C1=C(C=CC(=C1)N)F ((S)-2-amino-6-(5-amino-2-fluoro-phenyl)-3,5,5,6-tetramethyl-5,6-dihydro-3H-pyrimidin-4-one), CC1(CC(C2=CC=CC=C12)=O)C (3,3-dimethyl-indan-1-one). The product is NC1=N[C@](C(C(N1C)=O)(C)C)(C)C1=C(C=CC(=C1)NC1CC(C2=CC=CC=C12)(C)C)F ((6S)-2-Amino-6-(5-(3,3-dimethyl-2,3-dihydro-1H-inden-1-ylamino)-2-fluorophenyl)-3,5,5,6-tetramethyl-5,6-dihydropyrimidin-4(3H)-one). RXN SMILES: [NH2:1][C:2]1[N:7]([CH3:8])[C:6](=[O:9])[C:5]([CH3:11])([CH3:10])[C@:4]([C:13]2[CH:18]=[C:17]([NH2:19])[CH:16]=[CH:15][C:14]=2[F:20])([CH3:12])[N:3]=1.[CH3:21][C:22]1([CH3:32])[C:30]2[C:25](=[CH:26][CH:27]=[CH:28][CH:29]=2)[C:24](=O)[CH2:23]1.[B][B][B][B][B][B][B][B][B][B]>>[NH2:1][C:2]1[N:7]([CH3:8])[C:6](=[O:9])[C:5]([CH3:10])([CH3:11])[C@:4]([C:13]2[CH:18]=[C:17]([NH:19][CH:24]3[C:25]4[C:30](=[CH:29][CH:28]=[CH:27][CH:26]=4)[C:22]([CH3:32])([CH3:21])[CH2:23]3)[CH:16]=[CH:15][C:14]=2[F:20])([CH3:12])[N:3]=1 |^3:32,41,^1:33,34,35,36,37,38,39,40|. Procedure: The reductive amination of (S)-2-amino-6-(5-amino-2-fluoro-phenyl)-3,5,5,6-tetramethyl-5,6-dihydro-3H-pyrimidin-4-one (intermediate J) and 3,3-dimethyl-indan-1-one using decaborane yielded a mixture of epimers of the title compound as a white foam. MS (ESI): m/z=423.3 [M+H]+. The reactants are Cc1nc2c(OCc3c(Cl)ccc(N(C)C(=O)CNC(=O)CBr)c3Cl)cccn2c1Br, CN, CO. Product: CNCC(=O)NCC(=O)N(C)c1ccc(Cl)c(COc2cccn3c(Br)c(C)nc23)c1Cl. RXN SMILES: [Br:1][c:2]1[c:3]([CH3:31])[n:4][c:5]2[n:6]1[cH:7][cH:8][cH:9][c:10]2[O:11][CH2:12][c:13]1[c:14]([Cl:30])[c:15]([N:20]([CH3:21])[C:22]([CH2:23][NH:24][C:25]([CH2:26][Br:27])=[O:28])=[O:29])[cH:16][cH:17][c:18]1[Cl:19].[CH3:32][NH2:33].[CH3:34][OH:35]>>[Br:1][c:2]1[c:3]([CH3:31])[n:4][c:5]2[n:6]1[cH:7][cH:8][cH:9][c:10]2[O:11][CH2:12][c:13]1[c:14]([Cl:30])[c:15]([N:20]([CH3:21])[C:22]([CH2:23][NH:24][C:25]([CH2:26][NH:33][CH3:32])=[O:28])=[O:29])[cH:16][cH:17][c:18]1[Cl:19]. Reactants: CCOC(C)=O, CC(C)(C)[Si](C)(C)OS(=O)(=O)C(F)(F)F, C1CCOC1, CCCc1c(Cc2ccc(-c3ccccc3C#N)cc2)c(=O)n(Cc2ccc(C(C)O)cc2)c2ncnn12, Cc1cccc(C)n1. The product is CCCc1c(Cc2ccc(-c3ccccc3C#N)cc2)c(=O)n(Cc2ccc(C(C)O[Si](C)(C)C(C)(C)C)cc2)c2ncnn12. Reaction SMILES: [CH3:67][CH2:68][O:69][C:70](=[O:71])[CH3:72].[F:52][C:53]([F:54])([F:55])[S:56]([O:57][Si:58]([CH3:59])([CH3:60])[C:61]([CH3:62])([CH3:63])[CH3:64])(=[O:65])=[O:66].[O:47]1[CH2:48][CH2:49][CH2:50][CH2:51]1.[OH:1][CH:2]([CH3:3])[c:4]1[cH:5][cH:6][c:7]([CH2:8][n:9]2[c:10]3[n:11]([c:12]([CH2:31][CH2:32][CH3:33])[c:13]([CH2:16][c:17]4[cH:18][cH:19][c:20](-[c:23]5[c:24]([C:29]#[N:30])[cH:25][cH:26][cH:27][cH:28]5)[cH:21][cH:22]4)[c:14]2=[O:15])[n:34][cH:35][n:36]3)[cH:37][cH:38]1.[n:39]1[c:40]([CH3:41])[cH:42][cH:43][cH:44][c:45]1[CH3:46]>>[O:1]([CH:2]([CH3:3])[c:4]1[cH:5][cH:6][c:7]([CH2:8][n:9]2[c:10]3[n:11]([c:12]([CH2:31][CH2:32][CH3:33])[c:13]([CH2:16][c:17]4[cH:18][cH:19][c:20](-[c:23]5[c:24]([C:29]#[N:30])[cH:25][cH:26][cH:27][cH:28]5)[cH:21][cH:22]4)[c:14]2=[O:15])[n:34][cH:35][n:36]3)[cH:37][cH:38]1)[Si:58]([CH3:59])([CH3:60])[C:61]([CH3:62])([CH3:63])[CH3:64]. Reactants: CSc1cc(CCCCCCCCO)cc(SC)c1O, CC(=O)O, ClC(Cl)Cl, C=[N+]=[N-]. Yields the product COc1c(SC)cc(CCCCCCCCO)cc1SC. As a reaction SMILES: [CH3:1][S:2][c:3]1[cH:4][c:5]([CH2:12][CH2:13][CH2:14][CH2:15][CH2:16][CH2:17][CH2:18][CH2:19][OH:20])[cH:6][c:7]([S:10][CH3:11])[c:8]1[OH:9].[CH3:24][C:25](=[O:26])[OH:27].[CH:28]([Cl:29])([Cl:30])[Cl:31].[N+:21](=[N-:22])=[CH2:23]>>[CH3:1][S:2][c:3]1[cH:4][c:5]([CH2:12][CH2:13][CH2:14][CH2:15][CH2:16][CH2:17][CH2:18][CH2:19][OH:20])[cH:6][c:7]([S:10][CH3:11])[c:8]1[O:9][CH3:23].